This data is from the Open Reaction Database (ORD), a public repository of structured organic reaction records. The task is: describe an organic reaction: reactants, conditions, products, and yield Reactants: NC1(CCCC1)COC1=CC=C(C#N)C=C1 (4-(1-aminocyclopentylmethoxy)benzonitrile), CN(C1(CCCC1)COC1=CC=C(C#N)C=C1)C (4-(1-dimethylaminocyclopentylmethoxy)benzonitrile). Product: CN(C1(CCCC1)COC1=CC=C(C=O)C=C1)C (4-(1-Dimethylaminocyclopentylmethoxy)benzaldehyde). Reaction SMILES: NC1(C[O:8]C2C=CC(C#N)=CC=2)CCCC1.[CH3:17][N:18]([CH3:34])[C:19]1([CH2:24][O:25][C:26]2[CH:33]=[CH:32][C:29]([C:30]#N)=[CH:28][CH:27]=2)[CH2:23][CH2:22][CH2:21][CH2:20]1>>[CH3:17][N:18]([CH3:34])[C:19]1([CH2:24][O:25][C:26]2[CH:33]=[CH:32][C:29]([CH:30]=[O:8])=[CH:28][CH:27]=2)[CH2:23][CH2:22][CH2:21][CH2:20]1. Reported procedure: Synthesized from 4-(1-aminocyclopentylmethoxy)benzonitrile according to an analogous synthetic method to Preparation Example 18, 4-(1-dimethylaminocyclopentylmethoxy)benzonitrile (1.2 g) was used according to an analogous synthetic method to Preparation Example 16 to provide the title compound (1.2 g).